Dataset: the Open Reaction Database (ORD), a public repository of structured organic reaction records. Task: describe an organic reaction: reactants, conditions, products, and yield Starting materials: CC(=O)O, COc1ccc(OC)c(C)c1, O=[N+]([O-])O. Yields the product COc1cc([N+](=O)[O-])c(OC)cc1C. As a reaction SMILES: [CH3:16][C:17](=[O:18])[OH:19].[CH3:1][c:2]1[c:3]([O:10][CH3:11])[cH:4][cH:5][c:6]([O:8][CH3:9])[cH:7]1.[OH:12][N+:13]([O-:14])=[O:15]>>[CH3:1][c:2]1[c:3]([O:10][CH3:11])[cH:4][c:5]([N+:13](=[O:12])[O-:14])[c:6]([O:8][CH3:9])[cH:7]1. The reactants are CC(=O)NC(CS)C(=O)NCCSC(=O)c1ccccc1, CC(C)C(=O)Cl. Yields the product CC(=O)NC(CSC(=O)C(C)C)C(=O)NCCSC(=O)c1ccccc1. RXN SMILES: [C:1]([CH3:2])(=[O:3])[NH:4][CH:5]([CH2:6][SH:7])[C:8](=[O:9])[NH:10][CH2:11][CH2:12][S:13][C:14]([c:15]1[cH:16][cH:17][cH:18][cH:19][cH:20]1)=[O:21].[C:22]([CH:23]([CH3:24])[CH3:25])(=[O:26])[Cl:27]>>[C:1]([CH3:2])(=[O:3])[NH:4][CH:5]([CH2:6][S:7][C:22]([CH:23]([CH3:24])[CH3:25])=[O:26])[C:8](=[O:9])[NH:10][CH2:11][CH2:12][S:13][C:14]([c:15]1[cH:16][cH:17][cH:18][cH:19][cH:20]1)=[O:21]. Starting materials: CS(=O)(=O)[O-], CN(C)C=O, CCOC(=O)c1cc([N+](=O)[O-])cc2sc3ccccc3c(=O)c12, [Na+]. Yields the product CCOC(=O)c1cc(S(C)(=O)=O)cc2sc3ccccc3c(=O)c12. As a reaction SMILES: [CH3:24][S:25](=[O:26])(=[O:27])[O-:28].[CH3:30][N:31]([CH3:32])[CH:33]=[O:34].[N+:1]([O-:2])(=[O:3])[c:4]1[cH:5][c:6]([C:19](=[O:20])[O:21][CH2:22][CH3:23])[c:7]2[c:8](=[O:18])[c:9]3[cH:10][cH:11][cH:12][cH:13][c:14]3[s:15][c:16]2[cH:17]1.[Na+:29]>>[c:4]1([S:25]([CH3:24])(=[O:26])=[O:27])[cH:5][c:6]([C:19](=[O:20])[O:21][CH2:22][CH3:23])[c:7]2[c:8](=[O:18])[c:9]3[cH:10][cH:11][cH:12][cH:13][c:14]3[s:15][c:16]2[cH:17]1. Starting materials: B1(OC(C(O1)(C)C)(C)C)B2OC(C(O2)(C)C)(C)C (Bis(pinacolato)diboron), C(C)(=O)[O-].[K+] (potassium acetate), C(Cl)Cl (DCM), BrC1=CC=2C3=C(C=NC2C=C1)N(C(N3C=3C=NC(=CC3)C(C)(C)C#N)=NC#N)C (N-(8-bromo-1-(6-(2-cyanopropan-2-yl)pyridin-3-yl)-3-methyl-1H-imidazo[4,5-c]quinolin-2(3H)-ylidene)cyanamide). The solvent is O1CCOCC1 (dioxane), C(C)(=O)OCC (ethyl acetate). Yields the product C(#N)N=C1N(C2=C(C=NC=3C=CC(=CC23)B(O)O)N1C)C=1C=NC(=CC1)C(C)(C)C#N (2-(cyanoimino)-1-(6-(2-cyanopropan-2-yl)pyridin-3-yl)-3-methyl-2,3-dihydro-1H-imidazo[4,5-c]quinolin-8-ylboronic acid). RXN SMILES: Br[C:2]1[CH:11]=[CH:10][C:9]2[N:8]=[CH:7][C:6]3[N:12]([CH3:29])[C:13](=[N:26][C:27]#[N:28])[N:14]([C:15]4[CH:16]=[N:17][C:18]([C:21]([C:24]#[N:25])([CH3:23])[CH3:22])=[CH:19][CH:20]=4)[C:5]=3[C:4]=2[CH:3]=1.[B:30]1(B2OC(C)(C)C(C)(C)O2)[O:34]C(C)(C)C(C)(C)[O:31]1.C([O-])(=O)C.[K+].C(Cl)Cl>O1CCOCC1.C(OCC)(=O)C>[C:27]([N:26]=[C:13]1[N:12]([CH3:29])[C:6]2[CH:7]=[N:8][C:9]3[CH:10]=[CH:11][C:2]([B:30]([OH:34])[OH:31])=[CH:3][C:4]=3[C:5]=2[N:14]1[C:15]1[CH:16]=[N:17][C:18]([C:21]([C:24]#[N:25])([CH3:23])[CH3:22])=[CH:19][CH:20]=1)#[N:28] |f:2.3|. Procedure details: N-(8-bromo-1-(6-(2-cyanopropan-2-yl)pyridin-3-yl)-3-methyl-1H-imidazo[4,5-c]quinolin-2(3H)-ylidene)cyanamide (2.463 mmol) was dissolved in 15 mL of dioxane under argon atmosphere. Bis(pinacolato)diboron (1.347 mmol), potassium acetate (2.246 mmol) and (1,1-bis(diphenylphosphino)ferrocene)-dichloropalladium (II) complex with DCM (50 mg) while stirring. The reaction mixture was refluxed for 8 h. After completion of the reaction, the reaction mixture was cooled and diluted with 15 mL ethyl acetate ... Reactants: C1(=CC=CC=C1)C (toluene), C(CCCO)O (1,4-butanediol), [OH-].[Na+] (sodium hydroxide), C(C1=CC=CC=C1)Cl (benzyl chloride). Solvent: O (water). Run at temperature 95 celsius, time 30 minute. The product is C(C1=CC=CC=C1)OCCCCO (4-benzyloxybutanol). Isolated yield 53.8%. As a reaction SMILES: [C:1]1([CH3:7])[CH:6]=[CH:5][CH:4]=[CH:3][CH:2]=1.[CH2:8]([OH:13])[CH2:9][CH2:10][CH2:11][OH:12].[OH-].[Na+].C(Cl)C1C=CC=CC=1>O>[CH2:7]([O:12][CH2:11][CH2:10][CH2:9][CH2:8][OH:13])[C:1]1[CH:6]=[CH:5][CH:4]=[CH:3][CH:2]=1 |f:2.3|. Procedure details: A mixture of toluene (50 ml), 1,4-butanediol (212 g, 2.35 mol) and sodium hydroxide (47.7 g) was heated up to 95° C., and thermally insulated at the same temperature for 30 minutes. Thereafter, benzyl chloride (150 g, 1.185 mol) was added and the mixture was thermally insulated at 95 to 105° C. for 4 hours, then, poured into water (250 ml). After neutralization with 35% hydrochloric acid, the organic layer was liquid-partitioned and the aqueous layer was extracted with toluene (100 ml). The orga... Reactants: C(C)(C)(C)NC(=O)C1=CC(=C(C=C1)S(=O)(=O)N1N=C(NC1=O)C1=CC=C(C=C1)Cl)OC (N-tert-Butyl-4-{[3-(4-chlorophenyl)-5-oxo-4,5-dihydro-1H-1,2,4-triazol-1-yl]sulphonyl}-3-methoxybenzenecarboxamide), C([O-])([O-])=O.[Cs+].[Cs+] (caesium carbonate), BrCC(C(F)(F)F)O (3-bromo-1,1,1-trifluoro-2-propanol). Run in CN(C=O)C (dimethylformamide), [Cl-].[NH4+] (ammonium chloride). Run at temperature 75 celsius, time 8 hour. The product is C(C)(C)(C)NC(=O)C1=CC(=C(C=C1)S(=O)(=O)N1N=C(N(C1=O)CC(C(F)(F)F)O)C1=CC=C(C=C1)Cl)OC (N-tert-Butyl-4-{[3-(4-chlorophenyl)-5-oxo-4-(3,3,3-trifluoro-2-hydroxypropyl)-4,5-dihydro-1H-1,2,4-triazol-1-yl]sulphonyl}-3-methoxybenzenecarboxamide). As a reaction SMILES: [C:1]([NH:5][C:6]([C:8]1[CH:13]=[CH:12][C:11]([S:14]([N:17]2[C:21](=[O:22])[NH:20][C:19]([C:23]3[CH:28]=[CH:27][C:26]([Cl:29])=[CH:25][CH:24]=3)=[N:18]2)(=[O:16])=[O:15])=[C:10]([O:30][CH3:31])[CH:9]=1)=[O:7])([CH3:4])([CH3:3])[CH3:2].C(=O)([O-])[O-].[Cs+].[Cs+].Br[CH2:39][CH:40]([OH:45])[C:41]([F:44])([F:43])[F:42]>CN(C)C=O.[Cl-].[NH4+]>[C:1]([NH:5][C:6]([C:8]1[CH:13]=[CH:12][C:11]([S:14]([N:17]2[C:21](=[O:22])[N:20]([CH2:39][CH:40]([OH:45])[C:41]([F:44])([F:43])[F:42])[C:19]([C:23]3[CH:24]=[CH:25][C:26]([Cl:29])=[CH:27][CH:28]=3)=[N:18]2)(=[O:16])=[O:15])=[C:10]([O:30][CH3:31])[CH:9]=1)=[O:7])([CH3:4])([CH3:3])[CH3:2] |f:1.2.3,6.7|. Reported procedure: An amount of 50 mg (0.108 mmol) of N-tert-butyl-4-{[3-(4-chlorophenyl)-5-oxo-4,5-dihydro-1H-1,2,4-triazol-1-yl]sulphonyl}-3-methoxybenzenecarboxamide from Example 14 and 53 mg (0.161 mmol) of caesium carbonate were suspended in 1 ml of dimethylformamide and admixed with 26 μl (0.161 mmol) of 3-bromo-1,1,1-trifluoro-2-propanol. The mixture was stirred at 75° C. for 8 hours. The suspension was diluted with saturated aqueous ammonium chloride solution. It was extracted twice with ethyl acetate. The... Reactants: CCn1cc(C(=O)O)c(=O)c2cc3oc(C(=O)O)cc3nc21, CCOC(=O)c1ccccc1C(=O)OCC, [Cu]. Yields the product CCn1cc(C(=O)O)c(=O)c2cc3occc3nc21. As a reaction SMILES: [CH2:1]([CH3:2])[n:3]1[cH:4][c:5]([C:20](=[O:21])[OH:22])[c:6](=[O:19])[c:7]2[cH:8][c:9]3[c:10]([n:11][c:12]12)[cH:13][c:14]([C:16]([OH:17])=[O:18])[o:15]3.[CH3:24][CH2:25][O:26][C:27]([c:28]1[c:29]([C:30]([O:31][CH2:32][CH3:33])=[O:34])[cH:35][cH:36][cH:37][cH:38]1)=[O:39].[Cu:23]>>[CH2:1]([CH3:2])[n:3]1[cH:4][c:5]([C:20](=[O:21])[OH:22])[c:6](=[O:19])[c:7]2[cH:8][c:9]3[c:10]([n:11][c:12]12)[cH:13][cH:14][o:15]3. Starting materials: OBO, O=C(c1ccc(Br)cc1F)N1CCCC1CN1CCCC1, FC(F)(F)Oc1ccccc1. Yields the product O=C(c1ccc(-c2cccc(OC(F)(F)F)c2)cc1F)N1CCCC1CN1CCCC1. Reaction SMILES: [BH:22]([OH:23])[OH:24].[Br:1][c:2]1[cH:3][c:4]([F:21])[c:5]([C:8](=[O:9])[N:10]2[CH:11]([CH2:15][N:16]3[CH2:17][CH2:18][CH2:19][CH2:20]3)[CH2:12][CH2:13][CH2:14]2)[cH:6][cH:7]1.[F:25][C:26]([O:27][c:28]1[cH:29][cH:30][cH:31][cH:32][cH:33]1)([F:34])[F:35]>>[c:2]1(-[c:30]2[cH:29][c:28]([O:27][C:26]([F:25])([F:34])[F:35])[cH:33][cH:32][cH:31]2)[cH:3][c:4]([F:21])[c:5]([C:8](=[O:9])[N:10]2[CH:11]([CH2:15][N:16]3[CH2:17][CH2:18][CH2:19][CH2:20]3)[CH2:12][CH2:13][CH2:14]2)[cH:6][cH:7]1.